From a dataset of the Open Reaction Database (ORD), a public repository of structured organic reaction records. describe an organic reaction: reactants, conditions, products, and yield RXN SMILES: [C:1]([O:2][C:3](=[O:4])[n:8]1[n:9][c:10]([CH3:30])[c:11]2[cH:12][c:13]([CH:17]3[C:18]([C:28]#[N:29])=[C:19]([CH3:27])[N:20]([CH3:26])[C:21]([CH3:25])=[C:22]3[C:23]#[N:24])[cH:14][cH:15][c:16]12)([CH3:5])([CH3:6])[CH3:7].[ClH:31].[O:32]1[CH2:33][CH2:34][O:35][CH2:36][CH2:37]1>>[nH:8]1[n:9][c:10]([CH3:30])[c:11]2[cH:12][c:13]([CH:17]3[C:18]([C:28]#[N:29])=[C:19]([CH3:27])[N:20]([CH3:26])[C:21]([CH3:25])=[C:22]3[C:23]#[N:24])[cH:14][cH:15][c:16]12. The product is CC1=C(C#N)C(c2ccc3[nH]nc(C)c3c2)C(C#N)=C(C)N1C. Reactants: CC1=C(C#N)C(c2ccc3c(c2)c(C)nn3C(=O)OC(C)(C)C)C(C#N)=C(C)N1C, Cl, C1COCCO1. Starting materials: BrC1=CC=C(O1)C1=NOC(=C1C)C(=O)OCC (Ethyl 3-(5-bromofuran-2-yl)-4-methylisoxazole-5-carboxylate), C1CC(=O)N(C1=O)Br (NBS), C(C1=CC=CC=C1)(=O)OOC(C1=CC=CC=C1)=O (benzoyl peroxide). Run in C(Cl)(Cl)(Cl)Cl (carbon tetrachloride). Yields the product BrC1=CC=C(O1)C1=NOC(=C1CBr)C(=O)OCC (Ethyl 3-(5-bromofuran-2-yl)-4-(bromomethyl)isoxazole-5-carboxylate). Isolated yield 83.8%. As a reaction SMILES: [Br:1][C:2]1[O:6][C:5]([C:7]2[C:11]([CH3:12])=[C:10]([C:13]([O:15][CH2:16][CH3:17])=[O:14])[O:9][N:8]=2)=[CH:4][CH:3]=1.C1C(=O)N([Br:25])C(=O)C1.C(OOC(=O)C1C=CC=CC=1)(=O)C1C=CC=CC=1>C(Cl)(Cl)(Cl)Cl>[Br:1][C:2]1[O:6][C:5]([C:7]2[C:11]([CH2:12][Br:25])=[C:10]([C:13]([O:15][CH2:16][CH3:17])=[O:14])[O:9][N:8]=2)=[CH:4][CH:3]=1. Reported procedure: Ethyl 3-(5-bromofuran-2-yl)-4-methylisoxazole-5-carboxylate (1.7 g, 5.67 mmol), NBS (1.2 g, 6.8 mmol), and benzoyl peroxide (0.14 g, 0.567 mmol) were added to 50 mL of carbon tetrachloride and the mixture was refluxed for 16 h. Reaction mixture was concentrated and purified by chromatography (0-30% EtOAc/hexanes) to give 1.8 g of the title compound along with small amount of unreacted starting material. 1H NMR (CDCl3, 200 MHz): δ=7.09 (d, 1H, J=3.4 Hz), 6.54 (d, 1H, J=3.6 Hz), 4.84 (s, 2H), 4.51... The reactants are C(C1=CC=CC=C1)N1CC2=CC=C(C=C2C1)NCC (2-benzyl-5-ethylaminoisoindoline). Reagents/catalysts: [Pd] (palladium on carbon). Solvent: CO (methanol). Run at time 7 day. The product is C(C)NC=1C=C2CNCC2=CC1 (5-ethylaminoisoindoline). Yield: 68.1%. RXN SMILES: C([N:8]1[CH2:16][C:15]2[C:10](=[CH:11][CH:12]=[C:13]([NH:17][CH2:18][CH3:19])[CH:14]=2)[CH2:9]1)C1C=CC=CC=1>[Pd].CO>[CH2:18]([NH:17][C:13]1[CH:14]=[C:15]2[C:10](=[CH:11][CH:12]=1)[CH2:9][NH:8][CH2:16]2)[CH3:19]. Reported procedure: 400 mg of 10% palladium on carbon was added to 2.17 g of 2-benzyl-5-ethylaminoisoindoline prepared above in 30 ml of methanol and catalytic hydrogenation was carried out at 45° C. for 7 days. After removing the catalyst by filtration, the filtrate was concentrated and purified by vacuume distillation (bath temperature: 160°-200° C., pressure: 0.1 mmHg) to obtain 950 mg of 5-ethylaminoisoindoline. Reactants: CN(C)C=O, BrCC1CC1, [Cl-], CC(C)N1CCN(C(=O)c2ccc3[nH]c(C(=O)N4CCC(F)(F)CC4)cc3c2)CC1, [H-], [NH4+], [Na+]. Yields the product CC(C)N1CCN(C(=O)c2ccc3c(c2)cc(C(=O)N2CCC(F)(F)CC2)n3CC2CC2)CC1. Reaction SMILES: [CH3:40][N:41]([CH3:42])[CH:43]=[O:44].[CH:33]1([CH2:36][Br:37])[CH2:34][CH2:35]1.[Cl-:38].[F:1][C:2]1([F:30])[CH2:3][CH2:4][N:5]([C:8](=[O:9])[c:10]2[nH:11][c:12]3[cH:13][cH:14][c:15]([C:19](=[O:20])[N:21]4[CH2:22][CH2:23][N:24]([CH:27]([CH3:28])[CH3:29])[CH2:25][CH2:26]4)[cH:16][c:17]3[cH:18]2)[CH2:6][CH2:7]1.[H-:31].[NH4+:39].[Na+:32]>>[F:1][C:2]1([F:30])[CH2:3][CH2:4][N:5]([C:8](=[O:9])[c:10]2[n:11]([CH2:36][CH:33]3[CH2:34][CH2:35]3)[c:12]3[cH:13][cH:14][c:15]([C:19](=[O:20])[N:21]4[CH2:22][CH2:23][N:24]([CH:27]([CH3:28])[CH3:29])[CH2:25][CH2:26]4)[cH:16][c:17]3[cH:18]2)[CH2:6][CH2:7]1. Starting materials: CCCCO, CCCCC(C#N)c1ccccc1Oc1ccccc1, O, O=S(=O)(O)O. As a reaction SMILES: [CH2:1]([CH2:2][CH2:3][CH3:4])[OH:5].[CH3:6][CH2:7][CH2:8][CH2:9][CH:10]([c:11]1[c:12]([O:17][c:18]2[cH:19][cH:20][cH:21][cH:22][cH:23]2)[cH:13][cH:14][cH:15][cH:16]1)[C:24]#[N:25].[OH2:31].[S:26]([OH:27])(=[O:28])(=[O:29])[OH:30]>>[CH2:1]([CH2:2][CH2:3][CH3:4])[O:5][C:24]([CH:10]([CH2:9][CH2:8][CH2:7][CH3:6])[c:11]1[c:12]([O:17][c:18]2[cH:19][cH:20][cH:21][cH:22][cH:23]2)[cH:13][cH:14][cH:15][cH:16]1)=[O:27]. Product: CCCCOC(=O)C(CCCC)c1ccccc1Oc1ccccc1. The product is CC(C)(C)OC(=O)N1CCC(Oc2cncc(Cl)n2)C(F)C1. As a reaction SMILES: [Cl:1][c:2]1[n:3][c:4]([Cl:8])[cH:5][n:6][cH:7]1.[Cl:24][c:25]1[n:26][c:27]([O:28][CH:29]2[CH2:30][CH2:31][N:32]([C:33]([O:34][C:35]([CH3:36])([CH3:37])[CH3:38])=[O:39])[CH2:40][CH2:41]2)[cH:42][n:43][cH:44]1.[F:9][CH:10]1[CH2:11][N:12]([C:17](=[O:18])[O:19][C:20]([CH3:21])([CH3:22])[CH3:23])[CH2:13][CH2:14][CH:15]1[OH:16]>>[c:2]1([O:16][CH:15]2[CH:10]([F:9])[CH2:11][N:12]([C:17](=[O:18])[O:19][C:20]([CH3:21])([CH3:22])[CH3:23])[CH2:13][CH2:14]2)[n:3][c:4]([Cl:8])[cH:5][n:6][cH:7]1. Reactants: Clc1cncc(Cl)n1, CC(C)(C)OC(=O)N1CCC(Oc2cncc(Cl)n2)CC1, CC(C)(C)OC(=O)N1CCC(O)C(F)C1.